Dataset: the Open Reaction Database (ORD), a public repository of structured organic reaction records. Task: describe an organic reaction: reactants, conditions, products, and yield Reactants: C1CCOC1, Cc1ccccc1, O=C(Cl)Cl, Nc1ccccc1CCO. The product is O=C1Nc2ccccc2CCO1. As a reaction SMILES: [CH2:22]1[O:23][CH2:24][CH2:25][CH2:26]1.[CH3:15][c:16]1[cH:17][cH:18][cH:19][cH:20][cH:21]1.[Cl:11][C:12]([Cl:13])=[O:14].[NH2:1][c:2]1[c:3]([CH2:4][CH2:5][OH:6])[cH:7][cH:8][cH:9][cH:10]1>>[NH:1]1[c:2]2[c:3]([cH:7][cH:8][cH:9][cH:10]2)[CH2:4][CH2:5][O:6][C:12]1=[O:14]. The reactants are COC(C(C(Cl)C1=CC=C(C=C1)Br)=O)=O (3-(4-bromo-phenyl)-3-chloro-2-oxo-propionic acid methyl ester), C(C)(=S)N (thioacetamide). Product: COC(=O)C=1N=C(SC1C1=CC=C(C=C1)Br)C (5-(4-Bromo-phenyl)-2-methyl-thiazole-4-carboxylic Acid Methyl Ester). RXN SMILES: [CH3:1][O:2][C:3](=[O:15])[C:4](=O)[CH:5]([C:7]1[CH:12]=[CH:11][C:10]([Br:13])=[CH:9][CH:8]=1)Cl.[C:16]([NH2:19])(=[S:18])[CH3:17]>>[CH3:1][O:2][C:3]([C:4]1[N:19]=[C:16]([CH3:17])[S:18][C:5]=1[C:7]1[CH:12]=[CH:11][C:10]([Br:13])=[CH:9][CH:8]=1)=[O:15]. Procedure details: prepared by reaction of 3-(4-bromo-phenyl)-3-chloro-2-oxo-propionic acid methyl ester with thioacetamide. LC-MS: tR=0.95 min; [M+H]+=312.1. Starting materials: O=C[C@H](O)[C@@H](O)[C@H](O)[C@H](O)CO (Glucose), O.[NH3+]N (hydrazinium hydrate). Reagents/catalysts: [Ni] (Raney nickel). The solvent is O (H2O). Run at time 14 hour. Yields the product NC[C@H](O)[C@@H](O)[C@H](O)[C@H](O)CO (1-Amino-1-deoxy-D-glucitol). As a reaction SMILES: [O:1]=[CH:2][C@@H:3]([C@H:5]([C@@H:7]([C@@H:9]([CH2:11]O)[OH:10])[OH:8])[OH:6])[OH:4].O.[NH3+:14]N>O.[Ni]>[NH2:14][CH2:11][C@@H:9]([C@H:7]([C@@H:5]([C@@H:3]([CH2:2][OH:1])[OH:4])[OH:6])[OH:8])[OH:10] |f:1.2|. Reported procedure: Glucose (0.55 mol; 100 g) was dissolved in 500 ml of H2O, and 40 ml of an 80% hydrazinium hydrate solution (1 mol) were added. The mixture was stirred slowly for 14 h and filled into a high pressure autoclave. Freshly activated Raney nickel (20 g) was added and the mixture was hydrogenated for 3 h at 50° C. while stirring with about 1000 r.p.m. The autoclave was depressurized and the product-catalyst mixture was filtered. The blue filtrate was treated with diacetyldioxime (2,3-butanedionedioxime... Reactants: NCc1cccc(F)c1, [Na+], [OH-], O, OCCCl. The product is OCCNCc1cccc(F)c1. Reaction SMILES: [F:1][c:2]1[cH:3][c:4]([CH2:5][NH2:6])[cH:7][cH:8][cH:9]1.[Na+:15].[OH-:14].[OH2:16].[OH:10][CH2:11][CH2:12][Cl:13]>>[F:1][c:2]1[cH:3][c:4]([CH2:5][NH:6][CH2:12][CH2:11][OH:10])[cH:7][cH:8][cH:9]1. Starting materials: C(C1=CC=CC=C1)OC(=O)N1CCNC(CC1C)=O (7-methyl-5-oxo-[1,4]diazepane-1-carboxylic acid benzyl ester). The reagents and catalysts are [Pd] (palladium). The solvent is C(C)O (ethanol). Conditions: time 20 hour. Yields the product CC1CC(NCCN1)=O ((rac)-7-Methyl-[1,4]diazepan-5-one). The yield is 82.1%. Reaction SMILES: C(OC([N:11]1[CH:17]([CH3:18])[CH2:16][C:15](=[O:19])[NH:14][CH2:13][CH2:12]1)=O)C1C=CC=CC=1>C(O)C.[Pd]>[CH3:18][CH:17]1[NH:11][CH2:12][CH2:13][NH:14][C:15](=[O:19])[CH2:16]1. Reported procedure: A mixture of 7-methyl-5-oxo-[1,4]diazepane-1-carboxylic acid benzyl ester (201 mg, 0.77 mmol) and palladium (10% on activated charcoal, 80 mg) in ethanol (2 ml) was stirred at room temperature under a hydrogen atmosphere (3 bar). After 20 h, the catalyst was removed by filtration and the filtrate evaporated to afford the title compound (81 mg, 82%). White solid, Reactants: CSC=1OC2=C(N1)C=CC(=C2)OC2=CC(=NC=C2)C(=O)NC (4-(2-(methylthio)benzo[d]oxazol-6-yloxy)-N-methylpyridine-2-carboxamide), ClC=1C=C(C(=O)OO)C=CC1 (3-chloroperoxybenzoic acid). The solvent is C(Cl)Cl (methylene chloride), C(Cl)Cl (methylene chloride). Conditions: time 5 hour. The product is CS(=O)C=1OC2=C(N1)C=CC(=C2)OC2=CC(=NC=C2)C(=O)NC (4-(2-(methylsulfinyl)benzo[d]oxazol-6-yloxy)-N-methylpyridine-2-carboxamide). Reaction SMILES: [CH3:1][S:2][C:3]1[O:4][C:5]2[CH:11]=[C:10]([O:12][C:13]3[CH:18]=[CH:17][N:16]=[C:15]([C:19]([NH:21][CH3:22])=[O:20])[CH:14]=3)[CH:9]=[CH:8][C:6]=2[N:7]=1.ClC1C=C(C=CC=1)C(OO)=[O:28]>C(Cl)Cl>[CH3:1][S:2]([C:3]1[O:4][C:5]2[CH:11]=[C:10]([O:12][C:13]3[CH:18]=[CH:17][N:16]=[C:15]([C:19]([NH:21][CH3:22])=[O:20])[CH:14]=3)[CH:9]=[CH:8][C:6]=2[N:7]=1)=[O:28]. Procedure: To a solution of the 4-(2-(methylthio)benzo[d]oxazol-6-yloxy)-N-methylpyridine-2-carboxamide (1.26 g, 4.0 mmol, 1.0 eq) in 40 mL of methylene chloride was added 3-chloroperoxybenzoic acid (70%, 989 mg, 4.4 mmol, 1.1 eq). The reaction mixture was stirred at room temperature for 5 hours and then was diluted with 200 mL of methylene chloride. The resulting mixture was washed with aqueous sodium bicarbonate and brine then dried over MgSO4, filtered, and evaporated under reduced pressure to give crud...